This data is from the Open Reaction Database (ORD), a public repository of structured organic reaction records. The task is: describe an organic reaction: reactants, conditions, products, and yield Reactants: C(N)(=O)C1=CC=C(C(=O)OC)C=C1 (methyl 4-carbamoylbenzoate), FC(OC1=CC=C(C(CBr)=O)C=C1)F (4-difluoromethoxylphenacyl bromide). Yields the product FC(OC1=CC=C(C=C1)C=1N=C(OC1)C1=CC=C(C(=O)OC)C=C1)F (methyl 4-[4-(4-difluoromethoxylphenyl)-2-oxazolyl]benzoate). Yield: 21.0%. Reaction SMILES: [C:1]([C:4]1[CH:13]=[CH:12][C:7]([C:8]([O:10][CH3:11])=[O:9])=[CH:6][CH:5]=1)(=[O:3])[NH2:2].[F:14][CH:15]([F:27])[O:16][C:17]1[CH:26]=[CH:25][C:20]([C:21](=O)[CH2:22]Br)=[CH:19][CH:18]=1>>[F:14][CH:15]([F:27])[O:16][C:17]1[CH:26]=[CH:25][C:20]([C:21]2[N:2]=[C:1]([C:4]3[CH:13]=[CH:12][C:7]([C:8]([O:10][CH3:11])=[O:9])=[CH:6][CH:5]=3)[O:3][CH:22]=2)=[CH:19][CH:18]=1. Reported procedure: In the same manner as in Example 1, methyl 4-carbamoylbenzoate was reacted with 4-difluoromethoxylphenacyl bromide to obtain methyl 4-[4-(4-difluoromethoxylphenyl)-2-oxazolyl]benzoate. The product was recrystallized from ethanol. Yield: 21%. Pale yellow prisms. Melting Point: 160 to 161° C. Reactants: N[C@@H]1[C@@H](CCCC1)NC1=NC=C(C(=N1)NC1=CC=C(C=C1)C1=CC=NO1)C(=O)N (2-((1R,2S)-2-aminocyclohexylamino)-4-(4-(isoxazol-5-yl)phenylamino)pyrimidine-5-carboxamide), CC1=NN(C(=C1)C)C1=CC=C(N)C=C1 (4-(3,5-dimethyl-1H-pyrazol-1-yl)aniline). Yields the product N[C@@H]1[C@@H](CCCC1)NC1=NC=C(C(=N1)NC1=CC=C(C=C1)N1N=C(C=C1C)C)C(=O)N (2-((1R,2S)-2-aminocyclohexylamino)-4-(4-(3,5-dimethyl-1H-pyrazol-1-yl)phenylamino)pyrimidine-5-carboxamide). RXN SMILES: [NH2:1][C@H:2]1[CH2:7][CH2:6][CH2:5][CH2:4][C@H:3]1[NH:8][C:9]1[N:14]=[C:13](NC2C=CC(C3ON=CC=3)=CC=2)[C:12]([C:27]([NH2:29])=[O:28])=[CH:11][N:10]=1.[CH3:30][C:31]1[CH:35]=[C:34]([CH3:36])[N:33]([C:37]2[CH:43]=[CH:42][C:40]([NH2:41])=[CH:39][CH:38]=2)[N:32]=1>>[NH2:1][C@H:2]1[CH2:7][CH2:6][CH2:5][CH2:4][C@H:3]1[NH:8][C:9]1[N:14]=[C:13]([NH:41][C:40]2[CH:42]=[CH:43][C:37]([N:33]3[C:34]([CH3:36])=[CH:35][C:31]([CH3:30])=[N:32]3)=[CH:38][CH:39]=2)[C:12]([C:27]([NH2:29])=[O:28])=[CH:11][N:10]=1. Procedure details: This compound was synthesised using the synthetic scheme described for the synthesis of compound 122, and using 4-(3,5-dimethyl-1H-pyrazol-1-yl)aniline in step 1. MS: 421.5 (M+H). The reactants are OC1=C(C(=O)C2=CC=CC=C2)C=CC(=C1CCC)O (2,4-dihydroxy-3-propylbenzophenone), Cl (HCl), CC(=O)[O-].[Na+] (NaOAc), oxime, NO (NH2OH). The solvent is CCOC(=O)C (EtOAc). Yields the product O1N=CC2=C1C=CC=C2 (benzisoxazole). Reaction SMILES: [OH:1][C:2]1[C:15](CCC)=[C:14](O)[CH:13]=[CH:12][C:3]=1[C:4](C1C=CC=CC=1)=O.[NH2:20]O.Cl.CC([O-])=O.[Na+]>CCOC(C)=O>[O:1]1[C:2]2[CH:15]=[CH:14][CH:13]=[CH:12][C:3]=2[CH:4]=[N:20]1 |f:3.4|. Reported procedure: The 2,4-dihydroxy-3-propylbenzophenone (2.5 g, 1.0 Eq, 9.8 mmol) was converted to the oxime with NH2OH--HCl (2.7 g, 4.0 Eq, 39 mmol) and NaOAc (3.21 g, 4.0 Eq, 39 mmol) as in Example 7 Step A. The oxime was purified by elution from a silica gel column (180 g E. Merck 40-63μ) with 97:3 Toluene: EtOAc. The product oxime (1.82 g) was further treated as in Example 7 Step A with acetic anhydride (15 ml) and subsequent reflux in pyridine (15 ml). The cooled reaction mixture was poured into 2 N Hcl and... Reactants: COC1=CC(O)(OC)NC(c2nc(C(F)(F)F)cs2)=N1, ClCCl, O. Yields the product COC1(O)C=C(O)N=C(c2nc(C(F)(F)F)cs2)N1. RXN SMILES: [CH3:1][O:2][C:3]1([OH:20])[NH:4][C:5]([c:11]2[s:12][cH:13][c:14]([C:16]([F:17])([F:18])[F:19])[n:15]2)=[N:6][C:7]([O:9][CH3:10])=[CH:8]1.[Cl:22][CH2:23][Cl:24].[OH2:21]>>[CH3:1][O:2][C:3]1([OH:20])[NH:4][C:5]([c:11]2[s:12][cH:13][c:14]([C:16]([F:17])([F:18])[F:19])[n:15]2)=[N:6][C:7]([OH:9])=[CH:8]1. Starting materials: solution, [F-].C(CCC)[N+](CCCC)(CCCC)CCCC (tetrabutylammoniumfluoride), [Cl-].[NH4+] (ammonium chloride), BrC=1C(=CC=2N(C1)C=C(N2)C2=CC=C(C=C2)OCCO[Si](C)(C)C(C)(C)C)C (6-bromo-2-[4′-(2″-t-butyldimethylsiloxyethoxy)phenyl]-7-methylimidazo[1,2-a]pyridine). Solvent: O1CCCC1 (tetrahydrofuran), O1CCCC1 (tetrahydrofuran). Conditions: time 20 minute. The product is BrC=1C(=CC=2N(C1)C=C(N2)C2=CC=C(C=C2)OCCO)C (6-bromo-2-[4′-(2″-hydroxyethoxy)phenyl]-7-methylimidazo[1,2-a]pyridine). The yield is 74.4%. Reaction SMILES: [Br:1][C:2]1[C:3]([CH3:28])=[CH:4][C:5]2[N:6]([CH:8]=[C:9]([C:11]3[CH:16]=[CH:15][C:14]([O:17][CH2:18][CH2:19][O:20][Si](C(C)(C)C)(C)C)=[CH:13][CH:12]=3)[N:10]=2)[CH:7]=1.[F-].C([N+](CCCC)(CCCC)CCCC)CCC.[Cl-].[NH4+]>O1CCCC1>[Br:1][C:2]1[C:3]([CH3:28])=[CH:4][C:5]2[N:6]([CH:8]=[C:9]([C:11]3[CH:12]=[CH:13][C:14]([O:17][CH2:18][CH2:19][OH:20])=[CH:15][CH:16]=3)[N:10]=2)[CH:7]=1 |f:1.2,3.4|. Procedure details: 571 mg (corresponding to 1.24 mmol) of 6-bromo-2-[4′-(2″-t-butyldimethylsiloxyethoxy)phenyl]-7-methylimidazo[1,2-a]pyridine was dissolved in 3.0 mL of tetrahydrofuran, and 1.24 mL of a 1.0 mol/L solution in tetrahydrofuran of tetrabutylammoniumfluoride was added thereto. After the reaction mixture was stirred at room temperature for 20 minutes, an aqueous ammonium chloride solution was added, and extracted three times with ethyl acetate. The combined ethyl acetate layers were dried over anhydrou...